The task is: describe an organic reaction: reactants, conditions, products, and yield. This data is from the Open Reaction Database (ORD), a public repository of structured organic reaction records. Product: O.C(C=O)(=O)OCC(=C)Cl (2-Chloroallyl Glyoxalate Hydrate). Solvent: C(C)OCC (ethyl ether). Yield: 333.4%. As a reaction SMILES: [C:1]([O:10][CH2:11][C:12]([Cl:14])=[CH2:13])(=[O:9])[CH:2](C(C([O-])=O)O)[OH:3].I(O)(=O)(=O)=O>C(OCC)C>[OH2:3].[C:1]([O:10][CH2:11][C:12]([Cl:14])=[CH2:13])(=[O:9])[CH:2]=[O:3] |f:3.4|. The reactants are C(C(O)C(O)C(=O)[O-])(=O)OCC(=C)Cl (2-chloroallyl tartarate), I(=O)(=O)(=O)O (periodic acid). Procedure: To a solution of 6.3 g (0.021 mole) 2-chloroallyl tartarate in 300 ml ethyl ether was added 5.02 g (0.022 mole) periodic acid and the mixture was stirred for two hours at room temperature. The mixture was filtered and the filtrate evaporated to afford 5.83 g (83%) of the title compound. Run at time 2 hour.